This data is from the Open Reaction Database (ORD), a public repository of structured organic reaction records. The task is: describe an organic reaction: reactants, conditions, products, and yield The reactants are ClC1=NC2=CC=CC=C2C(=N1)N(C)C=1C=NC(=CC1)OC ((2-chloro-quinazolin-4-yl)-(6-methoxy-pyridin-3-yl)-methylamine), N (ammonia), example 10. The solvent is CO (methanol). The product is COC1=CC=C(C=N1)N(C1=NC(=NC2=CC=CC=C12)N)C (N4-(6-methoxypyridin-3-yl)-N4-methyl-quinazoline-2,4-diamine). As a reaction SMILES: Cl[C:2]1[N:11]=[C:10]([N:12]([C:14]2[CH:15]=[N:16][C:17]([O:20][CH3:21])=[CH:18][CH:19]=2)[CH3:13])[C:9]2[C:4](=[CH:5][CH:6]=[CH:7][CH:8]=2)[N:3]=1.[NH3:22]>CO>[CH3:21][O:20][C:17]1[N:16]=[CH:15][C:14]([N:12]([CH3:13])[C:10]2[C:9]3[C:4](=[CH:5][CH:6]=[CH:7][CH:8]=3)[N:3]=[C:2]([NH2:22])[N:11]=2)=[CH:19][CH:18]=1. Procedure: The title compound was prepared from (2-chloro-quinazolin-4-yl)-(6-methoxy-pyridin-3-yl)-methylamine (10 mg, 0.030 mmol) and 7 M ammonia in methanol (1 mL) by a procedure similar to example 10 (3 mg, 30%). 1H NMR (CDCl3): 8.04 (dd, J=2.9, 0.6 Hz, 1H), 7.49-7.43 (m, 2H), 7.39 (dd, J=5.7 and 2.7 Hz, 1H), 6.92 (brd, J=8.4 Hz, 1H), 6.85-6.78 (m, 2H), 5.65 (s, 2H), 3.96 (s, 3H), 3.54 (s, 3H). Starting materials: CCc1cc(C)cnc1N1CCN(C(=O)c2ccc(Br)cc2F)CC1, CC1(C)CNC(=O)O1. Product: CCc1cc(C)cnc1N1CCN(C(=O)c2ccc(N3CC(C)(C)OC3=O)cc2F)CC1. As a reaction SMILES: [Br:1][c:2]1[cH:3][c:4]([F:25])[c:5]([C:8](=[O:9])[N:10]2[CH2:11][CH2:12][N:13]([c:16]3[n:17][cH:18][c:19]([CH3:24])[cH:20][c:21]3[CH2:22][CH3:23])[CH2:14][CH2:15]2)[cH:6][cH:7]1.[CH3:26][C:27]1([CH3:33])[CH2:28][NH:29][C:30](=[O:32])[O:31]1>>[c:2]1([N:29]2[CH2:28][C:27]([CH3:26])([CH3:33])[O:31][C:30]2=[O:32])[cH:3][c:4]([F:25])[c:5]([C:8](=[O:9])[N:10]2[CH2:11][CH2:12][N:13]([c:16]3[n:17][cH:18][c:19]([CH3:24])[cH:20][c:21]3[CH2:22][CH3:23])[CH2:14][CH2:15]2)[cH:6][cH:7]1. Reactants: [F-].C(CCC)[N+](CCCC)(CCCC)CCCC (tetrabutylammonium fluoride), COC(=O)CC1=CC=C(OC[C@@H](C)NC[C@@H](C2=CC=CC=C2)O[Si](C)(C)C(C)(C)C)C=C1 (N-[2-(4-methoxycarbonylmethylphenoxy)-1(R)-methylethyl]-2(R)-t-butyldimethylsilyloxy-2-phenylethanamine). Run in O1CCCC1 (tetrahydrofuran), O (water). Reaction conditions: time 2 hour. Product: COC(=O)CC1=CC=C(OC[C@@H](C)NC[C@H](O)C2=CC=CC=C2)C=C1 (2-[2-(4-Methoxycarbonylmethylphenoxy)-1(R)-methylethyl]amino-1 (R) -phenylethanol). Yield: 60.1%. RXN SMILES: [F-].C([N+](CCCC)(CCCC)CCCC)CCC.[CH3:19][O:20][C:21]([CH2:23][C:24]1[CH:50]=[CH:49][C:27]([O:28][CH2:29][C@H:30]([NH:32][CH2:33][C@H:34]([O:41][Si](C(C)(C)C)(C)C)[C:35]2[CH:40]=[CH:39][CH:38]=[CH:37][CH:36]=2)[CH3:31])=[CH:26][CH:25]=1)=[O:22]>O1CCCC1.O>[CH3:19][O:20][C:21]([CH2:23][C:24]1[CH:50]=[CH:49][C:27]([O:28][CH2:29][C@H:30]([NH:32][CH2:33][C@@H:34]([C:35]2[CH:40]=[CH:39][CH:38]=[CH:37][CH:36]=2)[OH:41])[CH3:31])=[CH:26][CH:25]=1)=[O:22] |f:0.1|. Procedure details: 870 mg of tetrabutylammonium fluoride were added to a solution of 510 mg of N-[2-(4-methoxycarbonylmethylphenoxy)-1(R)-methylethyl]-2(R)-t-butyldimethylsilyloxy-2-phenylethanamine (prepared as described in Preparation 29) in 15 ml of tetrahydrofuran, and the resulting mixture was stirred at room temperature for 2 hours. At the end of this time, the reaction mixture was diluted with water, and the aqueous mixture was extracted with ethyl acetate. The extract was dried over anhydrous sodium sulfat... The reactants are ClC1=CC=C(C=N1)C(=O)N1CC=2N(CC3=C1C=CC=C3)C=CC2 (10-[[6-chloro-3-pyridinyl]carbonyl]-10,11-dihydro-5H-pyrrolo[2,1-c][1,4]benzodiazepine), C(=O)([O-])[O-].[K+].[K+] (K2CO3), CN(CCN)C (2-dimethylamino-ethylamine). The solvent is CS(=O)C (dimethylsulfoxide). Product: CN(CCNC1=CC=C(C=N1)C(=O)N1CC=2N(CC3=C1C=CC=C3)C=CC2)C (10-[[6-[(2-dimethylaminoethyl)amino]-3-pyridinyl]carbonyl]-10,11-dihydro-5H-pyrrolo[2,1-c][1,4]benzodiazepine). As a reaction SMILES: Cl[C:2]1[N:7]=[CH:6][C:5]([C:8]([N:10]2[C:16]3[CH:17]=[CH:18][CH:19]=[CH:20][C:15]=3[CH2:14][N:13]3[CH:21]=[CH:22][CH:23]=[C:12]3[CH2:11]2)=[O:9])=[CH:4][CH:3]=1.C([O-])([O-])=O.[K+].[K+].[CH3:30][N:31]([CH3:35])[CH2:32][CH2:33][NH2:34]>CS(C)=O>[CH3:30][N:31]([CH3:35])[CH2:32][CH2:33][NH:34][C:2]1[N:7]=[CH:6][C:5]([C:8]([N:10]2[C:16]3[CH:17]=[CH:18][CH:19]=[CH:20][C:15]=3[CH2:14][N:13]3[CH:21]=[CH:22][CH:23]=[C:12]3[CH2:11]2)=[O:9])=[CH:4][CH:3]=1 |f:1.2.3|. Reported procedure: A mixture of 10-[[6-chloro-3-pyridinyl]carbonyl]-10,11-dihydro-5H-pyrrolo[2,1-c][1,4]benzodiazepine (3.2 g), K2CO3 (5 g) and the 2-dimethylamino-ethylamine (5 ml) is heated in dimethylsulfoxide (80 ml) for 6 hours at 100° C. (with stirring). The reaction mixture is quenched with water and the solid which separates, is filtered off and washed well with water. Examination of the TLC (CHCl3 :MeOH; 3:1) showed the products to be sufficiently pure to be used for further reactions without purification... The reactants are COc1cccc2c1CC(NCc1ccccc1)CC2, CNC1CCc2cccc(OC)c2C1. Yields the product COc1cccc2c1CC(N)CC2. As a reaction SMILES: [CH2:15]([NH:16][CH:17]1[CH2:18][CH2:19][c:20]2[c:21]([c:22]([O:23][CH3:24])[cH:25][cH:26][cH:27]2)[CH2:28]1)[c:29]1[cH:30][cH:31][cH:32][cH:33][cH:34]1.[CH3:1][NH:2][CH:3]1[CH2:4][c:5]2[c:6]([O:13][CH3:14])[cH:7][cH:8][cH:9][c:10]2[CH2:11][CH2:12]1>>[NH2:2][CH:3]1[CH2:4][c:5]2[c:6]([O:13][CH3:14])[cH:7][cH:8][cH:9][c:10]2[CH2:11][CH2:12]1. The reactants are N1C=NC2=NC=CC=C21 (imidazo[4,5-b]pyridine), BrC=1C=C(C=CC1)C1=CC=CC=C1 (3-bromobiphenyl), C([O-])([O-])=O.[K+].[K+] (potassium carbonate). The reagents and catalysts are [Cu] (copper). The solvent is CN1C(CCC1)=O (N-methylpyrrolidone). Yields the product C1(=CC(=CC=C1)N1C=NC=2C1=NC=CC2)C2=CC=CC=C2 (3-(3-Biphenylyl)imidazo[5,4-b]pyridine). RXN SMILES: [NH:1]1[C:9]2[C:4](=[N:5][CH:6]=[CH:7][CH:8]=2)[N:3]=[CH:2]1.Br[C:11]1[CH:12]=[C:13]([C:17]2[CH:22]=[CH:21][CH:20]=[CH:19][CH:18]=2)[CH:14]=[CH:15][CH:16]=1.C(=O)([O-])[O-].[K+].[K+]>CN1CCCC1=O.[Cu]>[C:13]1([C:17]2[CH:18]=[CH:19][CH:20]=[CH:21][CH:22]=2)[CH:14]=[CH:15][CH:16]=[C:11]([N:3]2[C:4]3=[N:5][CH:6]=[CH:7][CH:8]=[C:9]3[N:1]=[CH:2]2)[CH:12]=1 |f:2.3.4|. Reported procedure: A mixture of imidazo[4,5-b]pyridine (595 mg, 5 mmol), 3-bromobiphenyl (1.16 g, 5 mmol), potassium carbonate (1.03 g, 7.5 mmol), and copper powder (2.0 g) in N-methylpyrrolidone (10 ml) was heated to 200° under nitrogen for 4 h. After dilution with ethyl acetate the mixture was filtered through celite. Water was added and the phases were separated. After two more extractions with ethyl acetate the combined organic phases were dried and evaporated to give a light brown oil. Column chromatography o... The reactants are C, CN(C)CCNC(=O)C(Cc1ccc([N+](=O)[O-])cc1)NC(=O)N(CCO)CCc1ccccc1, CCO, [Pd]. Yields the product CN(C)CCNC(=O)C(Cc1ccc(N)cc1)NC(=O)N(CCO)CCc1ccccc1. RXN SMILES: [C:38].[CH3:1][N:2]([CH2:3][CH2:4][NH:5][C:6]([CH:7]([CH2:8][c:9]1[cH:10][cH:11][c:12]([N+:15]([O-:16])=[O:17])[cH:13][cH:14]1)[NH:18][C:19](=[O:20])[N:21]([CH2:22][CH2:23][c:24]1[cH:25][cH:26][cH:27][cH:28][cH:29]1)[CH2:30][CH2:31][OH:32])=[O:33])[CH3:34].[CH3:35][CH2:36][OH:37].[Pd:39]>>[CH3:1][N:2]([CH2:3][CH2:4][NH:5][C:6]([CH:7]([CH2:8][c:9]1[cH:10][cH:11][c:12]([NH2:15])[cH:13][cH:14]1)[NH:18][C:19](=[O:20])[N:21]([CH2:22][CH2:23][c:24]1[cH:25][cH:26][cH:27][cH:28][cH:29]1)[CH2:30][CH2:31][OH:32])=[O:33])[CH3:34]. The reactants are [Li]CCCC, C1CCOC1, C[Si](C)(C)Cl, [Cl-], Fc1cc(F)cc(Cl)c1, [NH4+]. Product: C[Si](C)(C)c1c(F)cc(Cl)cc1F. RXN SMILES: [CH2:10]([Li:11])[CH2:12][CH2:13][CH3:14].[CH2:22]1[O:23][CH2:24][CH2:25][CH2:26]1.[CH3:15][Si:16]([CH3:17])([CH3:18])[Cl:19].[Cl-:20].[F:1][c:2]1[cH:3][c:4]([Cl:9])[cH:5][c:6]([F:8])[cH:7]1.[NH4+:21]>>[F:1][c:2]1[cH:3][c:4]([Cl:9])[cH:5][c:6]([F:8])[c:7]1[Si:16]([CH3:15])([CH3:17])[CH3:18].